From a dataset of the Open Reaction Database (ORD), a public repository of structured organic reaction records. describe an organic reaction: reactants, conditions, products, and yield Starting materials: O=C(O)c1ccsc1Br, Cc1ccccc1, O=S(Cl)Cl. Yields the product O=C(Cl)c1ccsc1Br. Reaction SMILES: [Br:5][c:6]1[s:7][cH:8][cH:9][c:10]1[C:11](=[O:12])[OH:13].[CH3:14][c:15]1[cH:16][cH:17][cH:18][cH:19][cH:20]1.[S:1]([Cl:2])([Cl:3])=[O:4]>>[Cl:3][C:11]([c:10]1[c:6]([Br:5])[s:7][cH:8][cH:9]1)=[O:13]. The reagents and catalysts are [Cu]Br (copper(I) bromide). Reaction SMILES: N[C:2]1[C:9]([F:10])=[CH:8][CH:7]=[CH:6][C:3]=1[C:4]#[N:5].N([O-])=O.[Na+].[BrH:15]>O1CCOCC1.O.[Cu]Br>[Br:15][C:2]1[C:9]([F:10])=[CH:8][CH:7]=[CH:6][C:3]=1[C:4]#[N:5] |f:1.2|. Solvent: O (water), O (water), O1CCOCC1 (1,4-dioxane). Product: BrC1=C(C#N)C=CC=C1F (2-bromo-3-fluorobenzonitrile). Run at temperature 0 celsius, time 2 hour. Reactants: N(=O)[O-].[Na+] (sodium nitrite), Br (hydrobromic acid), NC1=C(C#N)C=CC=C1F (2-amino-3-fluorobenzonitrile), Br (hydrobromic acid). Reported procedure: To a solution of 2-amino-3-fluorobenzonitrile (17.07 g, 0.125 mol) in 1,4-dioxane (20 ml) was added 48% aqueous hydrobromic acid (200 ml) and the solution was cooled to 0° C. before adding dropwise a solution of sodium nitrite (9.95 g, 0.144 mol) in water (22 ml) over 35 min so that the temperature did not rise above 3° C. The resulting mixture was stirred at 2–3° C. for 2 h then poured onto a cooled (5° C.) solution of copper(I) bromide (26.98 g, 0.188 mol) in 48% hydrobromic acid (100 ml). The... Yield: 53.0%. Starting materials: BrC=1C=C(C=CC1F)N1C=NC=2C(N(C=CC21)C)=O (1-(3-Bromo-4-fluorophenyl)-5-methyl-1,5-dihydroimidazo[4,5-c]pyridin-4-one), FC1=C(C=CC=C1F)B(O)O (2,3-difluorobenzeneboronic acid). The product is CN1C(C2=C(C=C1)N(C=N2)C=2C=CC(=C(C2)C2=C(C(=CC=C2)F)F)F)=O (5-methyl-1-(2,2′,3′-trifluorobiphenyl-5-yl)-1,5-dihydroimidazo[4,5-c]pyridin-4-one). Yield: 40.0%. As a reaction SMILES: Br[C:2]1[CH:3]=[C:4]([N:9]2[C:17]3[CH:16]=[CH:15][N:14]([CH3:18])[C:13](=[O:19])[C:12]=3[N:11]=[CH:10]2)[CH:5]=[CH:6][C:7]=1[F:8].[F:20][C:21]1[C:26]([F:27])=[CH:25][CH:24]=[CH:23][C:22]=1B(O)O>>[CH3:18][N:14]1[CH:15]=[CH:16][C:17]2[N:9]([C:4]3[CH:5]=[CH:6][C:7]([F:8])=[C:2]([C:25]4[CH:24]=[CH:23][CH:22]=[C:21]([F:20])[C:26]=4[F:27])[CH:3]=3)[CH:10]=[N:11][C:12]=2[C:13]1=[O:19]. Reported procedure: 1-(3-Bromo-4-fluorophenyl)-5-methyl-1,5-dihydroimidazo[4,5-c]pyridin-4-one was coupled to 2,3-difluorobenzeneboronic acid, in the same way as in Example 1, to give 5-methyl-1-(2,2′,3′-trifluorobiphenyl-5-yl)-1,5-dihydroimidazo[4,5-c]pyridin-4-one as an off-white solid (32 mg, 40%): δH(400 MHz, d6-DMSO) 3.54 (3H, s), 6.61 (1H, d, J 7), 7.35-7.41 (1H, m), 7.48 (1H, dd, J 8 and 7), 7.55-7.67 (3H, m), 7.77-7.81 (2H, m), 8.40 (1H, s); m/z (ES+) 356 [MH+]. The reactants are O1CC(CC1)C(=O)O (tetrahydrofuran-3-carboxylic acid), C(C1=CC=CC=C1)[C@@H]1C[C@H](NC1)C(=O)NC1=CC=C(C=C1)OC1=CC=C(C=C1)F ((2S,4R)-4-benzyl-N-(4-(4-fluorophenoxy)phenyl)pyrrolidine-2-carboxamide). The product is Compound 36, C(C1=CC=CC=C1)[C@@H]1C[C@H](N(C1)C(=O)C1COCC1)C(=O)NC1=CC=C(C=C1)OC1=CC=C(C=C1)F ((2S,4R)-4-benzyl-N-(4-(4-fluorophenoxy)phenyl)-1-(tetrahydrofuran-3-carbonyl)pyrrolidine-2-carboxamide). Isolated yield 28.3%. Reaction SMILES: [O:1]1[CH2:5][CH2:4][CH:3]([C:6]([OH:8])=O)[CH2:2]1.[CH2:9]([C@H:16]1[CH2:20][NH:19][C@H:18]([C:21]([NH:23][C:24]2[CH:29]=[CH:28][C:27]([O:30][C:31]3[CH:36]=[CH:35][C:34]([F:37])=[CH:33][CH:32]=3)=[CH:26][CH:25]=2)=[O:22])[CH2:17]1)[C:10]1[CH:15]=[CH:14][CH:13]=[CH:12][CH:11]=1>>[CH2:9]([C@H:16]1[CH2:20][N:19]([C:6]([CH:3]2[CH2:4][CH2:5][O:1][CH2:2]2)=[O:8])[C@H:18]([C:21]([NH:23][C:24]2[CH:29]=[CH:28][C:27]([O:30][C:31]3[CH:32]=[CH:33][C:34]([F:37])=[CH:35][CH:36]=3)=[CH:26][CH:25]=2)=[O:22])[CH2:17]1)[C:10]1[CH:11]=[CH:12][CH:13]=[CH:14][CH:15]=1. Procedure details: Proceeding as in Example 1, but substituting tetrahydrofuran-3-carboxylic acid and (2S,4R)-4-benzyl-N-(4-(4-fluorophenoxy)phenyl)pyrrolidine-2-carboxamide, gave Compound 36, (2S,4R)-4-benzyl-N-(4-(4-fluorophenoxy)phenyl)-1-(tetrahydrofuran-3-carbonyl)pyrrolidine-2-carboxamide (8.3 mg, 28.3%). 1H-NMR (400 MHz, DMSO-D6): σ 9.95 (s, 1H), 7.56 (m, 2H), 7.27 (m, 2H), 7.19 (m, 5H), 6.92 (m, 4H), 4.46 (m, 1H), 3.86 (m, 1H), 3.66 (m, 4H), 3.31 (m, 2H), 2.63 (m, 3H), 1.94 (m, 4H). MS (EI) for C29H29FN2O4... Starting materials: ClC1=CC=C2C=CNC2=C1 (6-chloro-1H-indole), IC1=C(C=CC=C1)OC (1-iodo-2-methoxybenzene). Yields the product COC1=C(C=CC=C1)N1C=CC2=CC=C(C=C12)Cl (2-(6-CHLORO-1H-INDOL-1-YL)PHENYL METHYL ETHER). Reaction SMILES: [Cl:1][C:2]1[CH:10]=[C:9]2[C:5]([CH:6]=[CH:7][NH:8]2)=[CH:4][CH:3]=1.I[C:12]1[CH:17]=[CH:16][CH:15]=[CH:14][C:13]=1[O:18][CH3:19]>>[CH3:19][O:18][C:13]1[CH:14]=[CH:15][CH:16]=[CH:17][C:12]=1[N:8]1[C:9]2[C:5](=[CH:4][CH:3]=[C:2]([Cl:1])[CH:10]=2)[CH:6]=[CH:7]1. Reported procedure: Prepared by Procedure C and Scheme O using 6-chloro-1H-indole and 1-iodo-2-methoxybenzene: ESMS m/e: 257.9 (M+H)+. Starting materials: [I-].[K+] (potassium iodide), cuprous iodide, S(=S)(=O)([O-])[O-].[Na+].[Na+] (sodium thiosulphate), NC=1C=C(C(=NC1)CCCCN)C (5-Amino-2-[4-aminobutyl]-3-methylpyridine), N(=O)[O-].[Na+] (sodium nitrite), [OH-].[Na+] (sodium hydroxide). Run in O (water), S(O)(O)(=O)=O (sulphuric acid), O (water). Conditions: time 30 minute. The product is IC=1C=C(C(=NC1)CCCCN)C (5-iodo-3-methyl-2-(4-aminobutyl)pyridine). The yield is 69.8%. RXN SMILES: N[C:2]1[CH:3]=[C:4]([CH3:13])[C:5]([CH2:8][CH2:9][CH2:10][CH2:11][NH2:12])=[N:6][CH:7]=1.N([O-])=O.[Na+].[I-:18].[K+].S([O-])([O-])(=O)=S.[Na+].[Na+].[OH-].[Na+]>S(=O)(=O)(O)O.O>[I:18][C:2]1[CH:3]=[C:4]([CH3:13])[C:5]([CH2:8][CH2:9][CH2:10][CH2:11][NH2:12])=[N:6][CH:7]=1 |f:1.2,3.4,5.6.7,8.9|. Procedure details: 5-Amino-2-[4-aminobutyl]-3-methylpyridine (2.17 g) in 20% sulphuric acid (25 ml) at -5° C. was reacted with a solution of sodium nitrite (1 g) in water (5 ml) over 20 minutes. After a further 15 minutes at -9° C. the reaction mixture was added to a mixture of potassium iodide (4 g) and cuprous iodide (0.5 g) in water (65 ml) at 10° C. and then stirred at room temperature for 30 minutes. Saturated sodium thiosulphate solution (10 ml) was added and the pH was brought to 12 with sodium hydroxide. C...